From a dataset of the Open Reaction Database (ORD), a public repository of structured organic reaction records. describe an organic reaction: reactants, conditions, products, and yield The reactants are C1CCC2=NCCCN2CC1, CN(C)CCO, COCCOC, Nc1nc(OS(=O)(=O)C(F)(F)F)c([N+](=O)[O-])c(-c2ccco2)n1. Product: CN(C)CCOc1nc(N)nc(-c2ccco2)c1[N+](=O)[O-]. RXN SMILES: [CH2:30]1[CH2:31][CH2:32][C:33]2=[N:38][CH2:37][CH2:36][CH2:35][N:34]2[CH2:39][CH2:40]1.[CH3:24][N:25]([CH2:26][CH2:27][OH:28])[CH3:29].[CH3:41][O:42][CH2:43][CH2:44][O:45][CH3:46].[NH2:1][c:2]1[n:3][c:4](-[c:19]2[o:20][cH:21][cH:22][cH:23]2)[c:5]([N+:16](=[O:17])[O-:18])[c:6]([O:8][S:9]([C:10]([F:11])([F:12])[F:13])(=[O:14])=[O:15])[n:7]1>>[NH2:1][c:2]1[n:3][c:4](-[c:19]2[o:20][cH:21][cH:22][cH:23]2)[c:5]([N+:16](=[O:17])[O-:18])[c:6]([O:8][CH2:27][CH2:26][N:25]([CH3:24])[CH3:29])[n:7]1. Starting materials: [Li]CCCC (n-BuLi), O1C=C(C=C1)C=O (3-furaldehyde), COC(C1=C(C=CC(=C1)OCC1=CC=CC=C1)Br)OC (2-bromo-5-benzyloxybenzaldehyde dimethylacetal). Solvent: CCCCCC (hexane), C1CCOC1 (THF), C1CCOC1 (THF). Reaction conditions: temperature -10 celsius, time 15 minute. The product is COC(C1=C(C=CC(=C1)OCC1=CC=CC=C1)C(C1=CC=CC=C1)O)OC (2-(α-Hydroxybenzyl)-5-benzyloxybenzaldehyde dimethylacetal). Reaction SMILES: [CH3:1][O:2][CH:3]([O:19][CH3:20])[C:4]1[CH:9]=[C:8]([O:10][CH2:11][C:12]2[CH:17]=[CH:16][CH:15]=[CH:14][CH:13]=2)[CH:7]=[CH:6][C:5]=1Br.[Li][CH2:22][CH2:23]CC.O1[CH:30]=[CH:29][C:28]([CH:31]=[O:32])=[CH:27]1>C1COCC1.CCCCCC>[CH3:1][O:2][CH:3]([O:19][CH3:20])[C:4]1[CH:9]=[C:8]([O:10][CH2:11][C:12]2[CH:17]=[CH:16][CH:15]=[CH:14][CH:13]=2)[CH:7]=[CH:6][C:5]=1[CH:31]([OH:32])[C:28]1[CH:29]=[CH:30][CH:23]=[CH:22][CH:27]=1. Reported procedure: To a solution of 2-bromo-5-benzyloxybenzaldehyde dimethylacetal (Tet. Lett., 22, 5027 (1981)) (130 g) in THF (2.0 L), cooled to -78° C., was added dropwise a solution of n-BuLi (210 ml, 1.91M) in hexane. After 15 min., a solution of 3-furaldehyde (26.7 mL) in THF (50 ml) was added dropwise. The cooling bath was removed, then the reaction mixture was warmed slowly (40 min.) to -10° C. and quenched with a saturated NH4Cl solution. The reaction mixture was diluted with Et2O (2.0 L). The organic pha... The yield is 78.0%. The reactants are OC1=NOC(=C1)C(=O)OC (methyl 3-hydroxy-5-isoxazole carboxylate), COCCl (chloromethyl methyl ether). Procedure: A solution of 2.0 g (14.0 mmol) of methyl 3-hydroxy-5-isoxazole carboxylate and 29.2 ml (16.8 mmol) of N,N-diisopropylethylamino in 20 ml of tetrahydrofuran was treated with 1.27 ml of chloromethyl methyl ether. After being stirred at ambient temperature for 2 h, the solution was diluted with dichloromethane, washed with water, dried over MgSO4, and concentrated in vacuo. Silica gel chromatography of the residue using 10% methanol in dichloromethane provided 129.6 mg (78%) of the desired compoun... Product: COCOC1=NOC(=C1)C(=O)OC (Methyl 3-(Methoxymethoxy)-5-isoxazole Carboxylate). As a reaction SMILES: [OH:1][C:2]1[CH:6]=[C:5]([C:7]([O:9][CH3:10])=[O:8])[O:4][N:3]=1.[CH3:11][O:12][CH2:13]Cl>O1CCCC1.ClCCl>[CH3:11][O:12][CH2:13][O:1][C:2]1[CH:6]=[C:5]([C:7]([O:9][CH3:10])=[O:8])[O:4][N:3]=1. Run at time 2 hour. Run in ClCCl (dichloromethane), O1CCCC1 (tetrahydrofuran). Starting materials: O=C([O-])[O-], CC(C)(C)OC(=O)N1CC(OS(C)(=O)=O)C1, CN(C)C=O, [Cs+], [Cs+], Nc1ncnc2[nH]nc(I)c12. The product is CC(C)(C)OC(=O)N1CC(n2nc(I)c3c(N)ncnc32)C1. Reaction SMILES: [C:28](=[O:29])([O-:30])[O-:31].[CH3:12][S:13]([O:14][CH:17]1[CH2:18][N:19]([C:21](=[O:22])[O:23][C:24]([CH3:25])([CH3:26])[CH3:27])[CH2:20]1)(=[O:15])=[O:16].[CH3:34][N:35]([CH3:36])[CH:37]=[O:38].[Cs+:32].[Cs+:33].[I:1][c:2]1[n:3][nH:4][c:5]2[n:6][cH:7][n:8][c:9]([NH2:11])[c:10]12>>[I:1][c:2]1[n:3][n:4]([CH:17]2[CH2:18][N:19]([C:21](=[O:22])[O:23][C:24]([CH3:25])([CH3:26])[CH3:27])[CH2:20]2)[c:5]2[n:6][cH:7][n:8][c:9]([NH2:11])[c:10]12. The reactants are ClC1=CC=C(C(=O)C2=C(C=C3N2CCC3C(=O)[O-])Cl)C=C1.[K+] (potassium 5-p-chlorobenzoyl-6-chloro-1,2-dihydro-3H-pyrrolo[1,2-a]pyrrole-1-carboxylate), solid, [Cl-].[NH4+] (ammonium chloride), C([O-])([O-])=O.[Ca+2] (calcium carbonate), ClC1=CC=C(C(=O)C2=C(C=C3N2CCC3C(=O)[O-])Cl)C=C1.[K+] (potassium 5-p-chlorobenzoyl-6-chloro-1,2-dihydro-3H-pyrrolo[1,2-a]pyrrole-1-carboxylate), C([O-])([O-])=O.[Ca+2] (calcium carbonate), [Ca] (calcium). Solvent: Cl (hydrochloric acid), O (water). Product: ClC1=CC=C(C(=O)C2=C(C=C3N2CCC3C(=O)[O-])Cl)C=C1.[Ca+2].ClC1=CC=C(C(=O)C3=C(C=C2N3CCC2C(=O)[O-])Cl)C=C1 (calcium 5-p-chlorobenzoyl-6-chloro-1,2-dihydro-3H-pyrrolo[1,2-a]pyrrole-1-carboxylate). As a reaction SMILES: [Cl:1][C:2]1[CH:21]=[CH:20][C:5]([C:6]([C:8]2[N:12]3[CH2:13][CH2:14][CH:15]([C:16]([O-:18])=[O:17])[C:11]3=[CH:10][C:9]=2[Cl:19])=[O:7])=[CH:4][CH:3]=1.[K+].C(=O)([O-])[O-].[Ca+2:27].[Cl-].[NH4+].[Ca]>Cl.O>[Cl:1][C:2]1[CH:3]=[CH:4][C:5]([C:6]([C:8]2[N:12]3[CH2:13][CH2:14][CH:15]([C:16]([O-:18])=[O:17])[C:11]3=[CH:10][C:9]=2[Cl:19])=[O:7])=[CH:20][CH:21]=1.[Ca+2:27].[Cl:1][C:2]1[CH:3]=[CH:4][C:5]([C:6]([C:8]2[N:12]3[CH2:13][CH2:14][CH:15]([C:16]([O-:18])=[O:17])[C:11]3=[CH:10][C:9]=2[Cl:19])=[O:7])=[CH:20][CH:21]=1 |f:0.1,2.3,4.5,9.10.11|. Reported procedure: To a solution of 175 mg of 5-p-chlorobenzoyl-6-chloro-1,2-dihydro-3H-pyrrolo[1,2-a]pyrrole-1-carboxylic acid in 5 ml of methanol is added 1 molar equivalent of potassium hydroxide, in the form of a 0.1 N solution, thus yielding a solution containing potassium 5-p-chlorobenzoyl-6-chloro-1,2-dihydro-3H-pyrrolo[1,2-a]pyrrole-1-carboxylate. A solution of 40 mg of calcium carbonate dissolved in the minimum amount of 1 N hydrochloric acid necessary to effect solution of the calcium carbonate, is buffe... Reactants: COC(=O)C(C)=Nc1c(C)cccc1C, Cc1ccccc1, O=C(Cl)Cc1ccccc1. Product: C=C(C(=O)OC)N(C(=O)Cc1ccccc1)c1c(C)cccc1C. Reaction SMILES: [CH3:11][C:12]([C:13](=[O:14])[O:15][CH3:16])=[N:17][c:18]1[c:19]([CH3:25])[cH:20][cH:21][cH:22][c:23]1[CH3:24].[CH3:26][c:27]1[cH:28][cH:29][cH:30][cH:31][cH:32]1.[c:1]1([CH2:7][C:8](=[O:9])[Cl:10])[cH:2][cH:3][cH:4][cH:5][cH:6]1>>[c:1]1([CH2:7][C:8](=[O:9])[N:17]([C:12](=[CH2:11])[C:13](=[O:14])[O:15][CH3:16])[c:18]2[c:19]([CH3:25])[cH:20][cH:21][cH:22][c:23]2[CH3:24])[cH:2][cH:3][cH:4][cH:5][cH:6]1. The reactants are CCC1CCCCN1C(=O)OC(C)(C)C, O=CC(Cc1ccccc1)N(Cc1ccccc1)Cc1ccccc1, CCOCC, [Li]C(C)CC. The product is CCC1CCCC(C(O)C(Cc2ccccc2)N(Cc2ccccc2)Cc2ccccc2)N1C(=O)OC(C)(C)C. As a reaction SMILES: [C:6]([CH3:7])([CH3:8])([CH3:9])[O:10][C:11](=[O:12])[N:13]1[CH:14]([CH2:19][CH3:20])[CH2:15][CH2:16][CH2:17][CH2:18]1.[CH2:21]([c:22]1[cH:23][cH:24][cH:25][cH:26][cH:27]1)[N:28]([CH:29]([CH:30]=[O:31])[CH2:32][c:33]1[cH:34][cH:35][cH:36][cH:37][cH:38]1)[CH2:39][c:40]1[cH:41][cH:42][cH:43][cH:44][cH:45]1.[CH3:46][CH2:47][O:48][CH2:49][CH3:50].[CH:1]([Li:2])([CH2:3][CH3:4])[CH3:5]>>[C:6]([CH3:7])([CH3:8])([CH3:9])[O:10][C:11](=[O:12])[N:13]1[CH:14]([CH2:19][CH3:20])[CH2:15][CH2:16][CH2:17][CH:18]1[CH:30]([CH:29]([N:28]([CH2:21][c:22]1[cH:23][cH:24][cH:25][cH:26][cH:27]1)[CH2:39][c:40]1[cH:41][cH:42][cH:43][cH:44][cH:45]1)[CH2:32][c:33]1[cH:34][cH:35][cH:36][cH:37][cH:38]1)[OH:31].